describe an organic reaction: reactants, conditions, products, and yield From a dataset of the Open Reaction Database (ORD), a public repository of structured organic reaction records. The reactants are CC#CCO, [Cl-], Clc1cc(OC2CCCCCC2)ncn1, [H-], [NH4+], [Na+], C1CCOC1. Yields the product CC#CCOc1cc(OC2CCCCCC2)ncn1. RXN SMILES: [CH2:3]([C:4]#[C:5][CH3:6])[OH:7].[Cl-:23].[Cl:8][c:9]1[n:10][cH:11][n:12][c:13]([O:15][CH:16]2[CH2:17][CH2:18][CH2:19][CH2:20][CH2:21][CH2:22]2)[cH:14]1.[H-:1].[NH4+:24].[Na+:2].[O:25]1[CH2:26][CH2:27][CH2:28][CH2:29]1>>[CH2:3]([C:4]#[C:5][CH3:6])[O:7][c:9]1[n:10][cH:11][n:12][c:13]([O:15][CH:16]2[CH2:17][CH2:18][CH2:19][CH2:20][CH2:21][CH2:22]2)[cH:14]1. Reactants: [Al+3], CON(C)C(=O)C(CC(=O)OC(C)(C)C)NS(=O)(=O)c1ccccc1OCCc1cncc2ccccc12, C1CCOC1, CCOCC, CCOCC, [H-], [H-], [H-], [H-], [Li+]. Yields the product CC(C)(C)OC(=O)CC(C=O)NS(=O)(=O)c1ccccc1OCCc1cncc2ccccc12. Reaction SMILES: [Al+3:2].[C:7]([CH3:8])([CH3:9])([CH3:10])[O:11][C:12]([CH2:13][CH:14]([C:15](=[O:16])[N:17]([O:18][CH3:19])[CH3:20])[NH:21][S:22](=[O:23])(=[O:24])[c:25]1[c:26]([O:31][CH2:32][CH2:33][c:34]2[cH:35][n:36][cH:37][c:38]3[cH:39][cH:40][cH:41][cH:42][c:43]23)[cH:27][cH:28][cH:29][cH:30]1)=[O:44].[CH2:45]1[O:46][CH2:47][CH2:48][CH2:49]1.[CH2:50]([O:51][CH2:52][CH3:53])[CH3:54].[CH3:55][CH2:56][O:57][CH2:58][CH3:59].[H-:1].[H-:4].[H-:5].[H-:6].[Li+:3]>>[C:7]([CH3:8])([CH3:9])([CH3:10])[O:11][C:12]([CH2:13][CH:14]([CH:15]=[O:16])[NH:21][S:22](=[O:23])(=[O:24])[c:25]1[c:26]([O:31][CH2:32][CH2:33][c:34]2[cH:35][n:36][cH:37][c:38]3[cH:39][cH:40][cH:41][cH:42][c:43]23)[cH:27][cH:28][cH:29][cH:30]1)=[O:44]. The reactants are CC1=CC(N(C(N1CCC)=O)CCC)=O (6-methyl-1,3-dipropyl-1,3-dihydropyrimidine-2,4-dione), S(O)(O)(=O)=O (sulfuric acid), [N+](=O)(O)[O-] (nitric acid). Reaction conditions: temperature 0 celsius, time 2 hour. The product is CC1=C(C(N(C(N1CCC)=O)CCC)=O)[N+](=O)[O-] (6-methyl-5-nitro-1,3-dipropyl-1,3-dihydropyrimidine-2,4-dione). Reaction SMILES: [CH3:1][C:2]1[N:7]([CH2:8][CH2:9][CH3:10])[C:6](=[O:11])[N:5]([CH2:12][CH2:13][CH3:14])[C:4](=[O:15])[CH:3]=1.S(=O)(=O)(O)O.[N+:21]([O-])([OH:23])=[O:22]>>[CH3:1][C:2]1[N:7]([CH2:8][CH2:9][CH3:10])[C:6](=[O:11])[N:5]([CH2:12][CH2:13][CH3:14])[C:4](=[O:15])[C:3]=1[N+:21]([O-:23])=[O:22]. Procedure details: 1.2 g, 6 mmol, of 6-methyl-1,3-dipropyl-1,3-dihydropyrimidine-2,4-dione, as prepared in Example 1, was added in small portions to a cooled (0° C.) solution of concentrated sulfuric acid (3.0 ml) and nitric acid (2.0 ml). The reaction stirred at 0° C. for 2 hours. The reaction mixture was poured over ice and a green amorphous solid formed. The solid was removed by filtration and washed copiously with water. The solid was dissolved in dichloromethane and concentrated. The residue was purified usin... Run at time 18 hour. The product is C(C)(C)(C)OC(N([C@@H](C)C(N[C@@H](C(C)C)C(=O)N1[C@@H](CC=2C1=NC=CC2)CNC2=CC1=CC=CC=C1C=C2)=O)C)=O (methyl-((S)-1-{(S)-2-methyl-1-[(S)-2-(naphthalen-2-ylaminomethyl)-2,3-dihydro-pyrrolo[2,3-b]pyridine-1-carbonyl]-propylcarbamoyl}-ethyl)-carbamic acid tert-butyl ester). Yield: 81.7%. Starting materials: C(C)(C)(C)OC(N(C)[C@@H](C)C(N[C@@H](C(C)C)C(=O)N1[C@@H](CC=2C1=NC=CC2)C=O)=O)=O ({(S)-1-[(S)-1-((S)-2-formyl-2,3-dihydro-pyrrolo[2,3-b]pyridine-1-carbonyl)-2-methyl-propylcarbamoyl]-ethyl}-methyl-carbamic acid tert-butyl ester), C1=C(C=CC2=CC=CC=C12)N (2-napthylamine), [BH3-]C#N.[Na+] (NaCNBH3), C(C)(=O)O (Acetic acid). As a reaction SMILES: [C:1]([O:5][C:6](=[O:31])[N:7]([C@H:9]([C:11](=[O:30])[NH:12][C@H:13]([C:17]([N:19]1[C:23]2=[N:24][CH:25]=[CH:26][CH:27]=[C:22]2[CH2:21][C@H:20]1[CH:28]=O)=[O:18])[CH:14]([CH3:16])[CH3:15])[CH3:10])[CH3:8])([CH3:4])([CH3:3])[CH3:2].[CH:32]1[C:41]2[C:36](=[CH:37][CH:38]=[CH:39][CH:40]=2)[CH:35]=[CH:34][C:33]=1[NH2:42].C(O)(=O)C.[BH3-]C#N.[Na+]>CO>[C:1]([O:5][C:6](=[O:31])[N:7]([CH3:8])[C@H:9]([C:11](=[O:30])[NH:12][C@H:13]([C:17]([N:19]1[C:23]2=[N:24][CH:25]=[CH:26][CH:27]=[C:22]2[CH2:21][C@H:20]1[CH2:28][NH:42][C:33]1[CH:34]=[CH:35][C:36]2[C:41](=[CH:40][CH:39]=[CH:38][CH:37]=2)[CH:32]=1)=[O:18])[CH:14]([CH3:16])[CH3:15])[CH3:10])([CH3:4])([CH3:3])[CH3:2] |f:3.4|. Run in CO (MeOH). Reported procedure: To a stirred solution of {(S)-1-[(S)-1-((S)-2-formyl-2,3-dihydro-pyrrolo[2,3-b]pyridine-1-carbonyl)-2-methyl-propylcarbamoyl]-ethyl}-methyl-carbamic acid tert-butyl ester (30 mg, 0.07 mmol) in dry MeOH (1.0 mL) was added 2-napthylamine (20 mg, 0.14 mmol) was the reaction was stirred at rt for 18 h. Acetic acid was added to adjust to pH ˜4. NaCNBH3 (8.7 mg, 0.139 mmol) was added and the reaction was stirred at rt for 18 h. The reaction mixture was concentrated in vacuo. The residue was taken up i... Reactants: ClC1=C(C=C(C=C1)[C@H]1[C@@H](CN(CCO1)C(=O)OC(C)(C)C)CNC(NCCCCl)=O)F (tert-butyl (6R,7R)-7-(4-chloro-3-fluorophenyl)-6-({[(3-chloropropyl)carbamoyl]amino}methyl)-1,4-oxazepane-4-carboxylate), [H-].[Na+] (sodium hydride). Run in CN(C)C=O (DMF). Run at temperature 0 celsius, time 2 hour. Product: ClC1=C(C=C(C=C1)[C@H]1[C@@H](CN(CCO1)C(=O)OC(C)(C)C)CN1C(NCCC1)=O)F (tert-butyl (6R,7R)-7-(4-chloro-3-fluorophenyl)-6-[(2-oxotetrahydropyrimidin-1(2H)-yl)methyl]-1,4-oxazepane-4-carboxylate). The yield is 114.8%. As a reaction SMILES: [Cl:1][C:2]1[CH:7]=[CH:6][C:5]([C@@H:8]2[O:14][CH2:13][CH2:12][N:11]([C:15]([O:17][C:18]([CH3:21])([CH3:20])[CH3:19])=[O:16])[CH2:10][C@H:9]2[CH2:22][NH:23][C:24](=[O:30])[NH:25][CH2:26][CH2:27][CH2:28]Cl)=[CH:4][C:3]=1[F:31].[H-].[Na+]>CN(C=O)C>[Cl:1][C:2]1[CH:7]=[CH:6][C:5]([C@@H:8]2[O:14][CH2:13][CH2:12][N:11]([C:15]([O:17][C:18]([CH3:21])([CH3:20])[CH3:19])=[O:16])[CH2:10][C@H:9]2[CH2:22][N:23]2[CH2:28][CH2:27][CH2:26][NH:25][C:24]2=[O:30])=[CH:4][C:3]=1[F:31] |f:1.2|. Reported procedure: To a solution of tert-butyl (6R,7R)-7-(4-chloro-3-fluorophenyl)-6-({[(3-chloropropyl)carbamoyl]amino}methyl)-1,4-oxazepane-4-carboxylate (531 mg) in DMF (22 mL) was added sodium hydride (48.8 mg, 60% in oil) under ice-cooling, and the mixture was stirred at 0° C. for 2 hr. To the reaction mixture was added distilled water, and the mixture was extracted with ethyl acetate. The extract was washed with distilled water and brine, and dried over anhydrous sodium sulfate, and the solvent was evaporate... Starting materials: C(C1=CC=CC=C1)N1CCN(CC1)C1=CC2=C(C=CC=C2C=C1)OCC (1-benzyl-4-(8-ethoxy-naphthalen-2-yl)-piperazine), [H][H] (hydrogen). The reagents and catalysts are [Pd] (palladium on charcoal). Solvent: C(C)O (ethanol). Product: C(C)OC=1C=CC=C2C=CC(=CC12)N1CCNCC1 (1-(8-ethoxy-naphthalen-2-yl)-piperazine). RXN SMILES: C([N:8]1[CH2:13][CH2:12][N:11]([C:14]2[CH:23]=[CH:22][C:21]3[C:16](=[C:17]([O:24][CH2:25][CH3:26])[CH:18]=[CH:19][CH:20]=3)[CH:15]=2)[CH2:10][CH2:9]1)C1C=CC=CC=1.[H][H]>C(O)C.[Pd]>[CH2:25]([O:24][C:17]1[CH:18]=[CH:19][CH:20]=[C:21]2[C:16]=1[CH:15]=[C:14]([N:11]1[CH2:10][CH2:9][NH:8][CH2:13][CH2:12]1)[CH:23]=[CH:22]2)[CH3:26]. Procedure: A solution of 24.9 g (0.072 mol) of 1-benzyl-4-(8-ethoxy-naphthalen-2-yl)-piperazine in 360 ml of ethanol is combined with 5 g of palladium on charcoal (10%) and stirred at a hydrogen pressure of 5 bar at ambient temperature. The catalyst is separated off, the filtrate is concentrated by evaporation and the residue is washed with diethylether.